Dataset: the Open Reaction Database (ORD), a public repository of structured organic reaction records. Task: describe an organic reaction: reactants, conditions, products, and yield Starting materials: CC(C)(C)OC(=O)N1CCc2cc([N+](=O)[O-])ccc2C1, C1CCOC1. Product: CC(C)(C)OC(=O)N1CCc2cc(N)ccc2C1. As a reaction SMILES: [C:1]([CH3:2])([CH3:3])([CH3:4])[O:5][C:6](=[O:7])[N:8]1[CH2:9][c:10]2[cH:11][cH:12][c:13]([N+:18]([O-:19])=[O:20])[cH:14][c:15]2[CH2:16][CH2:17]1.[CH2:21]1[O:22][CH2:23][CH2:24][CH2:25]1>>[C:1]([CH3:2])([CH3:3])([CH3:4])[O:5][C:6](=[O:7])[N:8]1[CH2:9][c:10]2[cH:11][cH:12][c:13]([NH2:18])[cH:14][c:15]2[CH2:16][CH2:17]1. The reactants are CC(C)(C)[S@](=O)N ((S)-2-methylpropane-2-sulfinamide), O1[C@H](COC12CCCCC2)C=O ((R)-1,4-dioxaspiro[4.5]decane-2-carbaldehyde). Reagents/catalysts: [O-]S(=O)(=O)[O-].[Cu+2] (CuSO4). Run in C(Cl)Cl (DCM), C(Cl)Cl (DCM). Reaction conditions: time 3 day. The product is O1[C@H](COC12CCCCC2)\C=N/[S@@](=O)C(C)(C)C ((S,Z)—N—((S)-1,4-dioxaspiro[4.5]decan-2-ylmethylene)-2-methylpropane-2-sulfinamide). The yield is 49.1%. RXN SMILES: [CH3:1][C:2]([S@@:5]([NH2:7])=[O:6])([CH3:4])[CH3:3].[O:8]1[C:12]2([CH2:17][CH2:16][CH2:15][CH2:14][CH2:13]2)[O:11][CH2:10][C@@H:9]1[CH:18]=O>[O-]S([O-])(=O)=O.[Cu+2].C(Cl)Cl>[O:8]1[C:12]2([CH2:17][CH2:16][CH2:15][CH2:14][CH2:13]2)[O:11][CH2:10][C@@H:9]1/[CH:18]=[N:7]\[S@:5]([C:2]([CH3:4])([CH3:3])[CH3:1])=[O:6] |f:2.3|. Reported procedure: To a solution of (S)-2-methylpropane-2-sulfinamide (4.7 g, 39 mmol) and DCM (15 mL) at RT was added anhydrous CuSO4 (14 g, 85 mmol) followed by a solution of (R)-1,4-dioxaspiro[4.5]decane-2-carbaldehyde (6.0 g, 35 mmol) and DCM (20 mL). The reaction was stirred at RT for 3 d then filtered through CELITE, washed with DCM and concentrated in vacuo. The crude product was purified by SiO2 chromatography eluting with hexane/EtOAc (9:1 to 7:1) to afford 4.7 g (49%) of (S,Z)—N—((S)-1,4-dioxaspiro[4.5]d... The reactants are crude material, Cl (HCl), C(C)(C)O (isopropanol), [Na+].[Cl-] (NaCl), Cl.C(C)OC(CN)=O (glycine ethyl ester hydrochloride), ClC1=C(CCl)C(=CC=C1Cl)[N+](=O)[O-] (2,3-dichloro-6-nitrobenzyl Chloride), ClC1=C(CCl)C(=CC=C1Cl)[N+](=O)[O-] (2,3-dichloro-6-nitrobenzyl Chloride). The reagents and catalysts are [Br-].C(CCCCCCCCCCCCCCC)[N+](C)(C)C (cetyltrimethylammonium bromide). The solvent is C1(=CC=CC=C1)C (toluene), C(C)N(CC)CC (triethylamine). Reaction conditions: temperature 80 celsius. Yields the product C(C)N(CC(=O)O)CC1=C(C(=CC=C1[N+](=O)[O-])Cl)Cl (Ethyl N-(2,3-dichloro-6-nitrobenzyl)glycine). Yield: 66.0%. RXN SMILES: Cl.C([O:4][C:5](=[O:8])[CH2:6][NH2:7])C.[Cl:9][C:10]1[C:17]([Cl:18])=[CH:16][CH:15]=[C:14]([N+:19]([O-:21])=[O:20])[C:11]=1[CH2:12]Cl.[Na+].[Cl-].Cl.[CH:25](O)(C)[CH3:26]>[Br-].C([N+](C)(C)C)CCCCCCCCCCCCCCC.C1(C)C=CC=CC=1.C(N(CC)CC)C>[CH2:25]([N:7]([CH2:12][C:11]1[C:14]([N+:19]([O-:21])=[O:20])=[CH:15][CH:16]=[C:17]([Cl:18])[C:10]=1[Cl:9])[CH2:6][C:5]([OH:4])=[O:8])[CH3:26] |f:0.1,3.4,7.8|. Procedure: Under nitrogen, 47.5 mL of triethylamine, 25.9 g of glycine ethyl ester hydrochloride and 2.8 g of cetyltrimethylammonium bromide is added to the toluene solution of 1,2-dichloro-3-chloromethyl-4-nitrobenzene (compound VIII) prepared in the previous step. The reaction mixture is heated at 80° C. for 24 hours. To the cooled mixture is added 40 mL of 20% NaCl solution. The organic phase is separated, washed with water, and concentrated. The salt (compound VI) is prepared in 66 to 71% yield by trea... Reactants: ClC1=CC(=C(NC(C)C)C=C1)[N+](=O)[O-] (4-Chloro-N-isopropyl-2-nitroaniline), [N+](=O)(O)[O-].C(C)(=O)OC(C)=O (nitric acid acetic anhydride), ice water. Run in C(C)(=O)OC(C)=O (acetic anhydride). Run at time 5 minute. Yields the product ClC1=CC2=C(N(C(N2)=O)C(C)C)C=C1[N+](=O)[O-] (5-Chloro-6-nitro-1,3-dihydro-1-(1-methylethyl)-2H-benzimidazol-2-one). Yield: 80.0%. Reaction SMILES: [Cl:1][C:2]1[CH:11]=[CH:10][C:5]([NH:6][CH:7]([CH3:9])[CH3:8])=[C:4]([N+:12]([O-])=O)[CH:3]=1.[N+:15]([O-:18])(O)=[O:16].[C:19](OC(=O)C)(=[O:21])C>C(OC(=O)C)(=O)C>[Cl:1][C:2]1[C:11]([N+:15]([O-:18])=[O:16])=[CH:10][C:5]2[N:6]([CH:7]([CH3:8])[CH3:9])[C:19](=[O:21])[NH:12][C:4]=2[CH:3]=1 |f:1.2|. Procedure: The compound of Example 4 (1.0 g, 5.0 mmol) was suspended in acetic anhydride (10 mL) and cooled in an ice bath. To this mixture was added dropwise 1.5 mL of a 1:2 mixture of nitric acid/acetic anhydride. The reaction mixture was stirred for 5 minutes before being poured into ice-water. The solid was filtered and washed well with water and suction-dried to afford 1.01 g (80%) of the title compound as a solid.